Dataset: the Open Reaction Database (ORD), a public repository of structured organic reaction records. Task: describe an organic reaction: reactants, conditions, products, and yield Starting materials: FCC(OC=1C=C(C#N)C=CC1[N+](=O)[O-])CF (3-(2-Fluoro-1-fluoromethyl-ethoxy)-4-nitro-benzonitrile), O.O.[Sn](Cl)Cl (tin(II) chloride dihydrate), C(C)O (ethanol). Run in O (water). The product is NC1=C(C=C(C#N)C=C1)OC(CF)CF (4-Amino-3-(2-fluoro-1-fluoromethyl-ethoxy)-benzonitrile). RXN SMILES: [F:1][CH2:2][CH:3]([CH2:16][F:17])[O:4][C:5]1[CH:6]=[C:7]([CH:10]=[CH:11][C:12]=1[N+:13]([O-])=O)[C:8]#[N:9].O.O.[Sn](Cl)Cl.C(O)C>O>[NH2:13][C:12]1[CH:11]=[CH:10][C:7]([C:8]#[N:9])=[CH:6][C:5]=1[O:4][CH:3]([CH2:2][F:1])[CH2:16][F:17] |f:1.2.3|. Procedure: 3-(2-Fluoro-1-fluoromethyl-ethoxy)-4-nitro-benzonitrile (1.45 g), tin(II) chloride dihydrate (4.00 g) and ethanol (60 ml) were stirred at 100° C. for 2 hours. The mixture was poured in water and extracted with DCM. The organic layer was washed with water, dried and concentrated. The reactants are C(C)O[C@H](C(=O)OC)CC1=CC=C(C=C1)C1=CC(=CC=C1)CNC (methyl (S)-2-ethoxy-3-(3′-methylaminomethylbiphenyl-4-yl)propionate), C1(=CC=C(C=C1)C(=O)Cl)C1=CC=CC=C1 (4-biphenylcarboxylic acid chloride). The product is C1(=CC=C(C=C1)C(=O)N(C)CC=1C=C(C=CC1)C1=CC=C(C=C1)C[C@@H](C(=O)OC)OCC)C1=CC=CC=C1 (methyl (S)-3-(3′-{[(1-biphenyl-4-ylmethanoyl)methylamino]methyl}biphenyl-4-yl)-2-ethoxypropionate). Isolated yield 47.3%. As a reaction SMILES: [CH2:1]([O:3][C@@H:4]([CH2:9][C:10]1[CH:15]=[CH:14][C:13]([C:16]2[CH:21]=[CH:20][CH:19]=[C:18]([CH2:22][NH:23][CH3:24])[CH:17]=2)=[CH:12][CH:11]=1)[C:5]([O:7][CH3:8])=[O:6])[CH3:2].[C:25]1([C:34]2[CH:39]=[CH:38][CH:37]=[CH:36][CH:35]=2)[CH:30]=[CH:29][C:28]([C:31](Cl)=[O:32])=[CH:27][CH:26]=1>>[C:25]1([C:34]2[CH:39]=[CH:38][CH:37]=[CH:36][CH:35]=2)[CH:30]=[CH:29][C:28]([C:31]([N:23]([CH2:22][C:18]2[CH:17]=[C:16]([C:13]3[CH:14]=[CH:15][C:10]([CH2:9][C@H:4]([O:3][CH2:1][CH3:2])[C:5]([O:7][CH3:8])=[O:6])=[CH:11][CH:12]=3)[CH:21]=[CH:20][CH:19]=2)[CH3:24])=[O:32])=[CH:27][CH:26]=1. Procedure details: In a manner similar to Example 1(g), by reacting 500 mg (1.5 mmol) of methyl (S)-2-ethoxy-3-(3′-methylaminomethylbiphenyl-4-yl)propionate with 680 mg (3.1 mmol) of 4-biphenylcarboxylic acid chloride, 360 mg (47%) of the expected product are obtained after purification by chromatography on a silica column eluted with a heptane and ethyl acetate (70/30) mixture. RXN SMILES: [F:1][CH:2]([F:33])[CH2:3][N:4]1[CH:8]=[C:7]([NH:9][C:10]([C:12]2[N:13]=[C:14]([C:25]3[C:30]([F:31])=[CH:29][CH:28]=[CH:27][C:26]=3[F:32])[S:15][C:16]=2[NH:17]C(=O)OC(C)(C)C)=[O:11])[CH:6]=[N:5]1.Cl>O1CCOCC1>[NH2:17][C:16]1[S:15][C:14]([C:25]2[C:30]([F:31])=[CH:29][CH:28]=[CH:27][C:26]=2[F:32])=[N:13][C:12]=1[C:10]([NH:9][C:7]1[CH:6]=[N:5][N:4]([CH2:3][CH:2]([F:1])[F:33])[CH:8]=1)=[O:11]. Procedure details: tert-butyl 4-(1-(2,2-difluoroethyl)-1H-pyrazol-4-ylcarbamoyl)-2-(2,6-difluorophenyl)thiazol-5-ylcarbamate was stirred with 4.0M HCl in dioxane overnight. The reaction was concentrated and the residue was basified with sat. sodium bicarbonate. The mixture was extracted with ethyl acetate (3×), concentrated and purified on reverse phase HPLC to afford the title compound 384. 1H NMR (400 MHz, DMSO) δ 9.82 (s, 1H), 8.10 (s, 1H), 7.74 (s, 1H), 7.62-7.39 (m, 3H), 7.26 (dd, J=14.3, 5.9 Hz, 2H), 6.32 (t... The reactants are FC(CN1N=CC(=C1)NC(=O)C=1N=C(SC1NC(OC(C)(C)C)=O)C1=C(C=CC=C1F)F)F (tert-butyl 4-(1-(2,2-difluoroethyl)-1H-pyrazol-4-ylcarbamoyl)-2-(2,6-difluorophenyl)thiazol-5-ylcarbamate), Cl (HCl). Yields the product NC1=C(N=C(S1)C1=C(C=CC=C1F)F)C(=O)NC=1C=NN(C1)CC(F)F (5-amino-N-(1-(2,2-difluoroethyl)-1H-pyrazol-4-yl)-2-(2,6-difluorophenyl)thiazole-4-carboxamide). Run in O1CCOCC1 (dioxane).